This data is from the Open Reaction Database (ORD), a public repository of structured organic reaction records. The task is: describe an organic reaction: reactants, conditions, products, and yield Starting materials: Cl.ClC1=C(C=CC(=C1)Cl)N1N=C(N=C1C)NC1CCNCC1 ([1-(2,4-dichloro-phenyl)-5-methyl-1H-[1,2,4]triazol-3-yl]-piperidin-4-yl-amine hydrochloride), ClC1=NC(=NS1)C (5-chloro-3-methyl-[1,2,4]thiadiazole). Yields the product ClC1=C(C=CC(=C1)Cl)N1N=C(N=C1C)NC1CCN(CC1)C1=NC(=NS1)C ([1-(2,4-Dichloro-phenyl)-5-methyl-1H-[1,2,4]triazol-3-yl]-[1-(3-methyl-[1,2,4]thiadiazol-5-yl)-piperidin-4-yl]-amine), solid. The yield is 10.0%. Reaction SMILES: Cl.[Cl:2][C:3]1[CH:8]=[C:7]([Cl:9])[CH:6]=[CH:5][C:4]=1[N:10]1[C:14]([CH3:15])=[N:13][C:12]([NH:16][CH:17]2[CH2:22][CH2:21][NH:20][CH2:19][CH2:18]2)=[N:11]1.Cl[C:24]1[S:28][N:27]=[C:26]([CH3:29])[N:25]=1>>[Cl:2][C:3]1[CH:8]=[C:7]([Cl:9])[CH:6]=[CH:5][C:4]=1[N:10]1[C:14]([CH3:15])=[N:13][C:12]([NH:16][CH:17]2[CH2:18][CH2:19][N:20]([C:24]3[S:28][N:27]=[C:26]([CH3:29])[N:25]=3)[CH2:21][CH2:22]2)=[N:11]1 |f:0.1|. Reported procedure: Prepared in analogy to example 1 step b) starting from [1-(2,4-dichloro-phenyl)-5-methyl-1H-[1,2,4]triazol-3-yl]-piperidin-4-yl-amine hydrochloride and 5-chloro-3-methyl-[1,2,4]thiadiazole (example 1 step a)). The title compound was obtained as slightly yellow solid (yield=10%). Procedure details: Compound 8 (194 mg, 1 mmol) and 4-(4-chlorobenzyl)aniline (9k, 217 mg, 1 mmol) were taken in ethylene glycol and heated at 140° C. for 6 h. Then the reaction mixture was cooled and extracted with ethyl acetate from the aqueous layer and concentrated in vacuum. The compound was further purified by column chromatography using 60-120 silica gel to obtain 2-(4-chlorobenzylamino)-N-(prop-2-ynyl)nicotinamide 10k as pure product. To a solution of 2-(4-chlorobenzylamino)-N-(prop-2-ynyl)nicotinamide (10k... Run at time 12 hour. Yields the product ClC1=CC=C(CNC2=C(C(=O)NCC=3N=NN(C3)CC3=CC(=CC=C3)OC3=CC=CC=C3)C=CC=N2)C=C1 (2-(4-Chlorobenzylamino)-N-((1-(3-phenoxybenzyl)-1H-1,2,3-triazol-4-yl)methyl) nicotinamide). Solvent: C(C)(C)(C)O (tert-butyl alcohol). As a reaction SMILES: [Cl:1][C:2]1[CH:21]=[CH:20][C:5]([CH2:6][NH:7][C:8]2[N:19]=[CH:18][CH:17]=[CH:16][C:9]=2[C:10]([NH:12][CH2:13][C:14]#[CH:15])=[O:11])=[CH:4][CH:3]=1.[N:22]([CH2:25][C:26]1[CH:31]=[CH:30][CH:29]=[C:28]([O:32][C:33]2[CH:38]=[CH:37][CH:36]=[CH:35][CH:34]=2)[CH:27]=1)=[N+:23]=[N-:24].O.O=C1O[C@H]([C@H](CO)O)C([O-])=C1O.[Na+]>S([O-])([O-])(=O)=O.[Cu+2].C(O)(C)(C)C>[Cl:1][C:2]1[CH:21]=[CH:20][C:5]([CH2:6][NH:7][C:8]2[N:19]=[CH:18][CH:17]=[CH:16][C:9]=2[C:10]([NH:12][CH2:13][C:14]2[N:24]=[N:23][N:22]([CH2:25][C:26]3[CH:31]=[CH:30][CH:29]=[C:28]([O:32][C:33]4[CH:38]=[CH:37][CH:36]=[CH:35][CH:34]=4)[CH:27]=3)[CH:15]=2)=[O:11])=[CH:4][CH:3]=1 |f:3.4,5.6|. Reactants: ClC1=CC=C(CNC2=C(C(=O)NCC#C)C=CC=N2)C=C1 (2-(4-chlorobenzylamino)-N-(prop-2-ynyl)nicotinamide), N(=[N+]=[N-])CC1=CC(=CC=C1)OC1=CC=CC=C1 (1-(azidomethyl)-3-phenoxybenzene), O (water), O=C1C(O)=C([O-])[C@H](O1)[C@@H](O)CO.[Na+] (sodium ascorbate). The yield is 70.1%. The reagents and catalysts are S(=O)(=O)([O-])[O-].[Cu+2] (copper (II) sulphate). Starting materials: N1N=CC(=C1)C1=CC2=C(C=3N=C(SC3CCO2)C(=O)O)C=C1 (8-(1H-Pyrazol-4-yl)-4,5-dihydro-6-oxa-3-thia-1-aza-benzo[e]azulene-2-carboxylic acid), O1[C@@H](CCC1)CN1CCNCC1 ((S)-1-((tetrahydrofuran-2-yl)methyl)piperazine). Product: N1N=CC(=C1)C1=CC2=C(C=3N=C(SC3CCO2)C(=O)N2CCN(CC2)C[C@@H]2OCCC2)C=C1 ([8-(1H-Pyrazol-4-yl)-4,5-dihydro-6-oxa-3-thia-1-aza-benzo[e]azulen-2-yl]-{4-[(R)-1-(tetrahydro-furan-2-yl)methyl]-piperazin-1-yl}-methanone). RXN SMILES: [NH:1]1[CH:5]=[C:4]([C:6]2[CH:22]=[CH:21][C:9]3[C:10]4[N:11]=[C:12]([C:18]([OH:20])=O)[S:13][C:14]=4[CH2:15][CH2:16][O:17][C:8]=3[CH:7]=2)[CH:3]=[N:2]1.[O:23]1[CH2:27][CH2:26][CH2:25][C@H:24]1[CH2:28][N:29]1[CH2:34][CH2:33][NH:32][CH2:31][CH2:30]1>>[NH:1]1[CH:5]=[C:4]([C:6]2[CH:22]=[CH:21][C:9]3[C:10]4[N:11]=[C:12]([C:18]([N:32]5[CH2:31][CH2:30][N:29]([CH2:28][C@H:24]6[CH2:25][CH2:26][CH2:27][O:23]6)[CH2:34][CH2:33]5)=[O:20])[S:13][C:14]=4[CH2:15][CH2:16][O:17][C:8]=3[CH:7]=2)[CH:3]=[N:2]1. Reported procedure: Following the procedure for 103, 8-(1H-Pyrazol-4-yl)-4,5-dihydro-6-oxa-3-thia-1-aza-benzo[e]azulene-2-carboxylic acid (50.0 mg, 0.2 mmol) was reacted with (S)-1-((tetrahydrofuran-2-yl)methyl)piperazine (1.2 equiv) to give 199 (M+1 466.0) Reactants: C(C)OC(COC1=C(C=C(C=C1)SCC=C(C1=CC=C(C=C1)Cl)C1=CC=C(C=C1)Cl)Cl)=O ({4-[3,3-bis-(4-chloro-phenyl)-allylsulfanyl]-2-chloro-phenoxy}-acetic acid ethyl ester). The solvent is [OH-].[Na+] (NaOH), C(C)O (ethanol). Product: ClC1=CC=C(C=C1)C(=CCSC1=CC(=C(OCC(=O)O)C=C1)Cl)C1=CC=C(C=C1)Cl ({4-[3,3-Bis-(4-chloro-phenyl)-allylsulfanyl]-2-chloro-phenoxy}-acetic acid). RXN SMILES: C([O:3][C:4](=[O:32])[CH2:5][O:6][C:7]1[CH:12]=[CH:11][C:10]([S:13][CH2:14][CH:15]=[C:16]([C:24]2[CH:29]=[CH:28][C:27]([Cl:30])=[CH:26][CH:25]=2)[C:17]2[CH:22]=[CH:21][C:20]([Cl:23])=[CH:19][CH:18]=2)=[CH:9][C:8]=1[Cl:31])C>[OH-].[Na+].C(O)C>[Cl:23][C:20]1[CH:19]=[CH:18][C:17]([C:16]([C:24]2[CH:25]=[CH:26][C:27]([Cl:30])=[CH:28][CH:29]=2)=[CH:15][CH2:14][S:13][C:10]2[CH:11]=[CH:12][C:7]([O:6][CH2:5][C:4]([OH:32])=[O:3])=[C:8]([Cl:31])[CH:9]=2)=[CH:22][CH:21]=1 |f:1.2|. Procedure details: A solution of {{4-[3,3-bis-(4-chloro-phenyl)-allylsulfanyl]-2-chloro-phenoxy}-acetic acid ethyl ester (100 mg, 0.2 mmol) in 1N NaOH (1 ml) and ethanol (10 ml) was stirred at room temperature for 18 hours. The reaxtion mixture was evaporated and the residue dissolved in water (5 ml) and 1 N HCl (1.2 ml). The aquous phase was extracted with ethyl acetate (3×15 ml), dried (MgSO4) and evaporated to give the title compound in 95 mg (100%) yield.